describe an organic reaction: reactants, conditions, products, and yield From a dataset of the Open Reaction Database (ORD), a public repository of structured organic reaction records. Reactants: CC(C)Br, O=C([O-])[O-], COC(=O)c1ccc(O)cc1Cl, [K+], [K+], CN(C)C=O. Yields the product COC(=O)c1ccc(OC(C)C)cc1Cl. RXN SMILES: [Br:13][CH:14]([CH3:15])[CH3:16].[C:17](=[O:18])([O-:19])[O-:20].[Cl:1][c:2]1[c:3]([C:4](=[O:5])[O:6][CH3:7])[cH:8][cH:9][c:10]([OH:12])[cH:11]1.[K+:21].[K+:22].[O:23]=[CH:24][N:25]([CH3:26])[CH3:27]>>[Cl:1][c:2]1[c:3]([C:4](=[O:5])[O:6][CH3:7])[cH:8][cH:9][c:10]([O:12][CH:14]([CH3:15])[CH3:16])[cH:11]1. The reactants are N1=CC(=CC=C1)CNC(C)(C)C (N-[(3-pyridyl)methyl]-(1,1-dimethylethyl)amine), C(CCC)SCC(=O)O (α-(n-butylthio)acetic acid), C1(CCCCC1)N=C=NC1CCCCC1 (N,N'-dicyclohexylcarbodiimide). Solvent: ClCCl (dichloromethane). The product is N1=CC(=CC=C1)CN(C(CSCCCC)=O)C(C)(C)C (N-[(3-pyridyl)methyl]-N-(1,1-dimethylethyl)-α-(n-butylthio)acetamide). Reaction SMILES: [N:1]1[CH:6]=[CH:5][CH:4]=[C:3]([CH2:7][NH:8][C:9]([CH3:12])([CH3:11])[CH3:10])[CH:2]=1.[CH2:13]([S:17][CH2:18][C:19](O)=[O:20])[CH2:14][CH2:15][CH3:16].C1(N=C=NC2CCCCC2)CCCCC1>ClCCl>[N:1]1[CH:6]=[CH:5][CH:4]=[C:3]([CH2:7][N:8]([C:9]([CH3:12])([CH3:11])[CH3:10])[C:19](=[O:20])[CH2:18][S:17][CH2:13][CH2:14][CH2:15][CH3:16])[CH:2]=1. Reported procedure: N-[(3-pyridyl)methyl]-N-(1,1-dimethylethyl)-α-(n-butylthio)acetamide was prepared by the method of Example 2 by reacting 8.2 g. of N-[(3-pyridyl)methyl]-(1,1-dimethylethyl)amine with 7.4 g. of α-(n-butylthio)acetic acid and 10.3 g. of N,N'-dicyclohexylcarbodiimide in 150 ml. of dichloromethane. Weight 1.6 g. M.P. 55°-56° C. Starting materials: CCOC(=O)CN, CN1CCOCC1, CN(C)C=O, COc1nc(Cl)nc(OC)n1, Cl, Nc1nc(O)c2c(n1)NCC(CCc1ccc(C(=O)O)s1)C2. The product is CCOC(=O)CNC(=O)c1ccc(CCC2CNc3nc(N)nc(O)c3C2)s1. Reaction SMILES: [CH2:42]([CH3:43])[O:44][C:45]([CH2:46][NH2:47])=[O:48].[CH3:23][N:24]1[CH2:25][CH2:26][O:27][CH2:28][CH2:29]1.[CH3:49][N:50]([CH3:51])[CH:52]=[O:53].[Cl:30][c:31]1[n:32][c:33]([O:34][CH3:35])[n:36][c:37]([O:38][CH3:39])[n:40]1.[ClH:41].[NH2:1][c:2]1[n:3][c:4]([OH:22])[c:5]2[c:6]([n:7]1)[NH:8][CH2:9][CH:10]([CH2:12][CH2:13][c:14]1[cH:15][cH:16][c:17]([C:19](=[O:20])[OH:21])[s:18]1)[CH2:11]2>>[NH2:1][c:2]1[n:3][c:4]([OH:22])[c:5]2[c:6]([n:7]1)[NH:8][CH2:9][CH:10]([CH2:12][CH2:13][c:14]1[cH:15][cH:16][c:17]([C:19](=[O:21])[NH:47][CH2:46][C:45]([O:44][CH2:42][CH3:43])=[O:48])[s:18]1)[CH2:11]2.